Dataset: the Open Reaction Database (ORD), a public repository of structured organic reaction records. Task: describe an organic reaction: reactants, conditions, products, and yield Reaction SMILES: [Br:1][C:2]1[CH:3]=[CH:4][C:5]2[N:6]([CH2:8][C:9](=O)[N:10]=2)[CH:7]=1.O=P(Cl)(Cl)[Cl:14]>>[Br:1][C:2]1[CH:3]=[CH:4][C:5]2[N:6]([CH:8]=[C:9]([Cl:14])[N:10]=2)[CH:7]=1. The reactants are BrC=1C=CC=2N(C1)CC(N2)=O (6-bromo-3H-imidazo[1,2-a]pyridin-2-one), O=P(Cl)(Cl)Cl (POCl3). Reported procedure: A mixture of 1.4 g of 6-bromo-3H-imidazo[1,2-a]pyridin-2-one in 5 ml of POCl3 is heated at 105° C. for 2 hours and then cooled to ambient temperature and concentrated under reduced pressure. The residue is taken up between water and dichloromethane and a 30% aqueous solution of NH4OH is added until a basic pH is obtained. The organic phase is then separated, dried over magnesium sulphate and concentrated under reduced pressure. The residue is then purified by silica gel chromatography, elution b... The product is BrC=1C=CC=2N(C1)C=C(N2)Cl (6-Bromo-2-chloroimidazo[1,2-a]pyridine). Conditions: temperature 105 celsius. Starting materials: BrCCOc1ccc(Br)cc1, C1CCOC1, CC(C)(C)[O-], [K+], O. The product is C=COc1ccc(Br)cc1. As a reaction SMILES: [Br:1][c:2]1[cH:3][cH:4][c:5]([O:8][CH2:9][CH2:10][Br:11])[cH:6][cH:7]1.[CH2:18]1[O:19][CH2:20][CH2:21][CH2:22]1.[CH3:12][C:13]([CH3:14])([O-:15])[CH3:16].[K+:17].[OH2:23]>>[Br:1][c:2]1[cH:3][cH:4][c:5]([O:8][CH:9]=[CH2:10])[cH:6][cH:7]1. The reactants are COc1ccc(CSC(C)(C)C(=O)NCCN(CCN)CCNC(=O)C(C)(C)SCc2ccc(OC)cc2)cc1, S=C(Cl)Cl, ClCCl. Product: COc1ccc(CSC(C)(C)C(=O)NCCN(CCN=C=S)CCNC(=O)C(C)(C)SCc2ccc(OC)cc2)cc1. As a reaction SMILES: [CH3:1][O:2][c:3]1[cH:4][cH:5][c:6]([CH2:7][S:8][C:9]([C:10](=[O:11])[NH:12][CH2:13][CH2:14][N:15]([CH2:16][CH2:17][NH:18][C:19]([C:20]([CH3:21])([S:22][CH2:23][c:24]2[cH:25][cH:26][c:27]([O:30][CH3:31])[cH:28][cH:29]2)[CH3:32])=[O:33])[CH2:34][CH2:35][NH2:36])([CH3:37])[CH3:38])[cH:39][cH:40]1.[Cl:41][C:42]([Cl:43])=[S:44].[Cl:45][CH2:46][Cl:47]>>[CH3:1][O:2][c:3]1[cH:4][cH:5][c:6]([CH2:7][S:8][C:9]([C:10](=[O:11])[NH:12][CH2:13][CH2:14][N:15]([CH2:16][CH2:17][NH:18][C:19]([C:20]([CH3:21])([S:22][CH2:23][c:24]2[cH:25][cH:26][c:27]([O:30][CH3:31])[cH:28][cH:29]2)[CH3:32])=[O:33])[CH2:34][CH2:35][N:36]=[C:42]=[S:44])([CH3:37])[CH3:38])[cH:39][cH:40]1. Starting materials: OC(C(=O)O)C=1C(=NC=2N(C1C1=CC=C(C=C1)C)N=C(C2)C2=CC=CC=C2)C (2-hydroxy-2-(5-methyl-2-phenyl-7-p-tolylpyrazolo[1,5-a]pyrimidin-6-yl)acetic acid), CO (methanol). Conditions: temperature 40 celsius, time 16 hour. Yields the product OC(C(=O)OC)C=1C(=NC=2N(C1C1=CC=C(C=C1)C)N=C(C2)C2=CC=CC=C2)C (Methyl 2-hydroxy-2-(5-methyl-2-phenyl-7-p-tolylpyrazolo[1,5-a]pyrimidin-6-yl)acetate). As a reaction SMILES: [OH:1][CH:2]([C:6]1[C:7]([CH3:28])=[N:8][C:9]2[N:10]([N:19]=[C:20]([C:22]3[CH:27]=[CH:26][CH:25]=[CH:24][CH:23]=3)[CH:21]=2)[C:11]=1[C:12]1[CH:17]=[CH:16][C:15]([CH3:18])=[CH:14][CH:13]=1)[C:3]([OH:5])=[O:4].[CH3:29]O>>[OH:1][CH:2]([C:6]1[C:7]([CH3:28])=[N:8][C:9]2[N:10]([N:19]=[C:20]([C:22]3[CH:23]=[CH:24][CH:25]=[CH:26][CH:27]=3)[CH:21]=2)[C:11]=1[C:12]1[CH:13]=[CH:14][C:15]([CH3:18])=[CH:16][CH:17]=1)[C:3]([O:5][CH3:29])=[O:4]. Procedure: To a solution of 2-hydroxy-2-(5-methyl-2-phenyl-7-p-tolylpyrazolo[1,5-a]pyrimidin-6-yl)acetic acid (6 mg, 0.016 mmol) in methanol (2 mL) was added thionyl chroride (0.0023 mL, 0.032 mmol). The reaction mixture was stirred at 40° C. for 16 hrs. The solvent was evaporated to give the title compound. The crude product was used directly for next step. Starting materials: ClC1=C(C(=CC(=C1)I)Cl)C=1SC=2C=NC=C(C2N1)F (2-(2,6-dichloro-4-iodophenyl)-7-fluorothiazolo[5,4-c]pyridine), OO (hydrogen peroxide), OO (hydrogen peroxide). The reagents and catalysts are C[Re](=O)(=O)=O (methyltrioxorhenium(VII)), C[Re](=O)(=O)=O (methyltrioxorhenium(VII)). Solvent: C(Cl)Cl (DCM). Yields the product ClC1=C(C(=CC(=C1)I)Cl)C=1SC=2C=[N+](C=C(C2N1)F)[O-] (2-(2,6-Dichloro-4-iodophenyl)-7-fluorothiazolo[5,4-c]pyridine-5-oxide). Isolated yield 45.0%. RXN SMILES: [Cl:1][C:2]1[CH:7]=[C:6]([I:8])[CH:5]=[C:4]([Cl:9])[C:3]=1[C:10]1[S:11][C:12]2[CH:13]=[N:14][CH:15]=[C:16]([F:19])[C:17]=2[N:18]=1.[OH:20]O>C(Cl)Cl.C[Re](=O)(=O)=O>[Cl:9][C:4]1[CH:5]=[C:6]([I:8])[CH:7]=[C:2]([Cl:1])[C:3]=1[C:10]1[S:11][C:12]2[CH:13]=[N+:14]([O-:20])[CH:15]=[C:16]([F:19])[C:17]=2[N:18]=1. Procedure: To a solution of 2-(2,6-dichloro-4-iodophenyl)-7-fluorothiazolo[5,4-c]pyridine (5.3 g, 12.6 mmol) in DCM (100 mL) under a nitrogen atmosphere was added methyltrioxorhenium(VII) (313 mg, 1.3 mmol) followed by 30% aqueous hydrogen peroxide (2.6 mL, 25.1 mmol). The reaction mixture was stirred at room temperature for 48 hours with a further two additions of methyltrioxorhenium(VII) (313 mg, 1.3 mmol) and 30% aqueous hydrogen peroxide (2.6 mL, 25.1 mmol) added over this period. The precipitate obtai... Starting materials: CC(C)C[Al+]CC(C)C, Cc1ccccc1, CO, COC(=O)c1c(Cc2c(Cl)cccc2Cl)noc1C(C)C, [H-], [Na+], C1CCOC1, [OH-], O. Product: CC(C)c1onc(Cc2c(Cl)cccc2Cl)c1CO. RXN SMILES: [CH2:23]([Al+:24][CH2:25][CH:26]([CH3:27])[CH3:28])[CH:29]([CH3:30])[CH3:31].[CH3:32][c:33]1[cH:34][cH:35][cH:36][cH:37][cH:38]1.[CH3:47][OH:48].[Cl:1][c:2]1[c:3]([CH2:9][c:10]2[n:11][o:12][c:13]([CH:19]([CH3:20])[CH3:21])[c:14]2[C:15](=[O:16])[O:17][CH3:18])[c:4]([Cl:8])[cH:5][cH:6][cH:7]1.[H-:22].[Na+:40].[O:41]1[CH2:42][CH2:43][CH2:44][CH2:45]1.[OH-:39].[OH2:46]>>[Cl:1][c:2]1[c:3]([CH2:9][c:10]2[n:11][o:12][c:13]([CH:19]([CH3:20])[CH3:21])[c:14]2[CH2:15][OH:16])[c:4]([Cl:8])[cH:5][cH:6][cH:7]1.